This data is from the Open Reaction Database (ORD), a public repository of structured organic reaction records. The task is: describe an organic reaction: reactants, conditions, products, and yield The reactants are COC(C)(C)C, C1CCOC1, CSc1nc(Cl)cc(-c2cccc(C(F)(F)F)c2)n1, [H-], [Na+], O, OCCN1CCCCC1. Product: CSc1nc(OCCN2CCCCC2)cc(-c2cccc(C(F)(F)F)c2)n1. As a reaction SMILES: [C:37]([O:38][CH3:39])([CH3:40])([CH3:41])[CH3:42].[CH2:32]1[O:33][CH2:34][CH2:35][CH2:36]1.[Cl:3][c:4]1[n:5][c:6]([S:20][CH3:21])[n:7][c:8](-[c:10]2[cH:11][c:12]([C:16]([F:17])([F:18])[F:19])[cH:13][cH:14][cH:15]2)[cH:9]1.[H-:1].[Na+:2].[OH2:31].[OH:22][CH2:23][CH2:24][N:25]1[CH2:26][CH2:27][CH2:28][CH2:29][CH2:30]1>>[c:4]1([O:22][CH2:23][CH2:24][N:25]2[CH2:26][CH2:27][CH2:28][CH2:29][CH2:30]2)[n:5][c:6]([S:20][CH3:21])[n:7][c:8](-[c:10]2[cH:11][c:12]([C:16]([F:17])([F:18])[F:19])[cH:13][cH:14][cH:15]2)[cH:9]1. The reactants are Brc1ccc(Br)nc1, O=C([O-])[O-], CS(C)=O, CCOC(C)=O, [K+], [K+], CC(C)(C)OC(=O)N1CCNCC1. Yields the product CC(C)(C)OC(=O)N1CCN(c2ccc(Br)cn2)CC1. RXN SMILES: [Br:14][c:15]1[n:16][cH:17][c:18]([Br:21])[cH:19][cH:20]1.[C:22](=[O:23])([O-:24])[O-:25].[CH3:28][S:29](=[O:30])[CH3:31].[CH3:32][CH2:33][O:34][C:35](=[O:36])[CH3:37].[K+:26].[K+:27].[N:1]1([C:7](=[O:8])[O:9][C:10]([CH3:11])([CH3:12])[CH3:13])[CH2:2][CH2:3][NH:4][CH2:5][CH2:6]1>>[N:1]1([C:7](=[O:8])[O:9][C:10]([CH3:11])([CH3:12])[CH3:13])[CH2:2][CH2:3][N:4]([c:15]2[n:16][cH:17][c:18]([Br:21])[cH:19][cH:20]2)[CH2:5][CH2:6]1. The reactants are N1(CCOCC1)C=1C2=C(N=C(N1)[Sn](CCCC)(CCCC)CCCC)C=C(S2)CN2CCN(CC2)C(C(=O)N)(C)C (2-[4-(4-morpholin-4-yl-2-(tributylstannanyl)thieno[3,2-d]pyrimidin-6-ylmethyl)piperazin-1-yl]isobutyramide), C1(=CC=CC=C1)S(=O)(=O)N1C=CC=2C(=NC=CC21)Br (1-benzenesulfonyl-4-bromo-1H-pyrrolo[3,2-c]pyridine). Reagents/catalysts: C=1C=CC(=CC1)[P](C=2C=CC=CC2)(C=3C=CC=CC3)[Pd]([P](C=4C=CC=CC4)(C=5C=CC=CC5)C=6C=CC=CC6)([P](C=7C=CC=CC7)(C=8C=CC=CC8)C=9C=CC=CC9)[P](C=1C=CC=CC1)(C=1C=CC=CC1)C=1C=CC=CC1 (Pd(PPh3)4), [Cu]I (CuI). Run in O1CCOCC1 (dioxane). Conditions: temperature 140 celsius, time 1 hour. Yields the product CC(C(=O)N)(C)N1CCN(CC1)CC1=CC=2N=C(N=C(C2S1)N1CCOCC1)C1=NC=CC2=C1C=CN2 (2-methyl-2-(4-((4-morpholino-2-(1H-pyrrolo[3,2-c]pyridin-4-yl)thieno[3,2-d]pyrimidin-6-yl)methyl)piperazin-1-yl)propanamide). Yield: 24.4%. As a reaction SMILES: [N:1]1([C:7]2[C:8]3[S:28][C:27]([CH2:29][N:30]4[CH2:35][CH2:34][N:33]([C:36]([CH3:41])([CH3:40])[C:37]([NH2:39])=[O:38])[CH2:32][CH2:31]4)=[CH:26][C:9]=3[N:10]=[C:11]([Sn](CCCC)(CCCC)CCCC)[N:12]=2)[CH2:6][CH2:5][O:4][CH2:3][CH2:2]1.C1(S([N:51]2[C:59]3[CH:58]=[CH:57][N:56]=[C:55](Br)[C:54]=3[CH:53]=[CH:52]2)(=O)=O)C=CC=CC=1>O1CCOCC1.C1C=CC([P]([Pd]([P](C2C=CC=CC=2)(C2C=CC=CC=2)C2C=CC=CC=2)([P](C2C=CC=CC=2)(C2C=CC=CC=2)C2C=CC=CC=2)[P](C2C=CC=CC=2)(C2C=CC=CC=2)C2C=CC=CC=2)(C2C=CC=CC=2)C2C=CC=CC=2)=CC=1.[Cu]I>[CH3:40][C:36]([N:33]1[CH2:32][CH2:31][N:30]([CH2:29][C:27]2[S:28][C:8]3[C:7]([N:1]4[CH2:2][CH2:3][O:4][CH2:5][CH2:6]4)=[N:12][C:11]([C:55]4[C:54]5[CH:53]=[CH:52][NH:51][C:59]=5[CH:58]=[CH:57][N:56]=4)=[N:10][C:9]=3[CH:26]=2)[CH2:35][CH2:34]1)([CH3:41])[C:37]([NH2:39])=[O:38] |^1:70,72,91,110|. Procedure details: A mixture of 2-[4-(4-morpholin-4-yl-2-(tributylstannanyl)thieno[3,2-d]pyrimidin-6-ylmethyl)piperazin-1-yl]isobutyramide (150 mg, 0.22 mmol), 1-benzenesulfonyl-4-bromo-1H-pyrrolo[3,2-c]pyridine (90 mg, 0.27 mmol), Pd(PPh3)4 (25 mg, 10 mol %) and CuI (50 mg, 0.25 mmol) in dioxane (2.5 mL) was purged with argon gas then heated at 140° C., for 20 min, in a microwave reactor. The reaction mixture was loaded onto an Isolute® SCX-2 cartridge, washed with MeOH/DCM then eluted with 2 M NH3 in MeOH. The r... Starting materials: O.NN (hydrazine monohydrate), FC(C(=O)OCC)(F)F (ethyl trifluoroacetate), C(C)SC(=NC1=CC=CC=C1)C1=CC=CC=C1 (N-[(ethylsulfanyl)phenylmethylidene]aniline). Solvent: C(CCC)O (1-butanol). Run at temperature 0 celsius, time 10 minute. Yields the product C1(=CC=CC=C1)C1=NN=C(N1C1=CC=CC=C1)C(F)(F)F (3,4-diphenyl-5-trifluoromethyl-4H-1,2,4-triazole). Yield: 26.0%. As a reaction SMILES: [F:1][C:2]([F:9])([F:8])[C:3](OCC)=O.O.[NH2:11][NH2:12].C(S[C:16]([C:24]1[CH:29]=[CH:28][CH:27]=[CH:26][CH:25]=1)=[N:17][C:18]1[CH:23]=[CH:22][CH:21]=[CH:20][CH:19]=1)C>C(O)CCC>[C:24]1([C:16]2[N:17]([C:18]3[CH:23]=[CH:22][CH:21]=[CH:20][CH:19]=3)[C:3]([C:2]([F:1])([F:8])[F:9])=[N:12][N:11]=2)[CH:29]=[CH:28][CH:27]=[CH:26][CH:25]=1 |f:1.2|. Procedure details: First, 1.8 g of ethyl trifluoroacetate and 50 mL of 1-butanol were put in a three-neck flask, and the air in the flask was replaced by nitrogen. After that, the mixture was stirred at 0° C. for 10 minutes, and 0.397 g of hydrazine monohydrate was dripped to the mixed solution. This mixed solution was stirred at 0° C. for 20 minutes, and then stirred at room temperature for 1 hour to be reacted. After the reaction, 3.0 g of N-[(ethylsulfanyl)phenylmethylidene]aniline was further added to the mixe... Starting materials: C(C)(C)(C)OC(NCC=1N(C(C2=CC=C(C=C2C1C=1SC=CC1)OCC(=O)N)=O)CC(C)C)=O (Tert-butyl[6-(2-amino-2-oxoethoxy)-2-isobutyl-1-oxo-4-(2-thienyl)-1,2-dihydro-3-isoquinolinyl]methylcarbamate), Cl (hydrogen chloride). Solvent: C(C)(=O)OCC (ethyl acetate). Run at time 2 hour. Product: Cl.NCC=1N(C(C2=CC=C(C=C2C1C=1SC=CC1)OCC(=O)N)=O)CC(C)C (2-{[3-(aminomethyl)-2-isobutyl-1-oxo-4-(2-thienyl)-1,2-dihydro-6-isoquinolinyl]oxy}acetamide hydrochloride). The yield is 91.7%. RXN SMILES: C(OC(=O)[NH:7][CH2:8][C:9]1[N:10]([CH2:30][CH:31]([CH3:33])[CH3:32])[C:11](=[O:29])[C:12]2[C:17]([C:18]=1[C:19]1[S:20][CH:21]=[CH:22][CH:23]=1)=[CH:16][C:15]([O:24][CH2:25][C:26]([NH2:28])=[O:27])=[CH:14][CH:13]=2)(C)(C)C.[ClH:35]>C(OCC)(=O)C>[ClH:35].[NH2:7][CH2:8][C:9]1[N:10]([CH2:30][CH:31]([CH3:33])[CH3:32])[C:11](=[O:29])[C:12]2[C:17]([C:18]=1[C:19]1[S:20][CH:21]=[CH:22][CH:23]=1)=[CH:16][C:15]([O:24][CH2:25][C:26]([NH2:28])=[O:27])=[CH:14][CH:13]=2 |f:3.4|. Procedure: Tert-butyl[6-(2-amino-2-oxoethoxy)-2-isobutyl-1-oxo-4-(2-thienyl)-1,2-dihydro-3-isoquinolinyl]methylcarbamate (0.14 g, 0.3 mmol) was dissolved in a solution of 4N hydrogen chloride in ethyl acetate (5 ml). The solution was stirred at room temperature for 2 h. The reaction was concentrated under reduced pressure to give 2-{[3-(aminomethyl)-2-isobutyl-1-oxo-4-(2-thienyl)-1,2-dihydro-6-isoquinolinyl]oxy}acetamide hydrochloride (0.11 g, 91.7%) as an amorphous solid. The reactants are ClC1=NC=C(C=C1)COC(C)C (2-chloro-5-isopropoxymethyl-pyridine), tetrakis(triphenylphosphino)dipalladium, CN(C)C=O (DMF). The reagents and catalysts are [C-]#N.[C-]#N.[Zn+2] (Zn(CN)2). Solvent: C(Cl)Cl.O (CH2Cl2 H2O). Reaction conditions: temperature 180 celsius. The product is C(C)(C)OCC=1C=CC(=NC1)C#N (5-Isopropoxymethyl-pyridine-2-carbonitrile). RXN SMILES: Cl[C:2]1[CH:7]=[CH:6][C:5]([CH2:8][O:9][CH:10]([CH3:12])[CH3:11])=[CH:4][N:3]=1.[CH3:13][N:14](C=O)C>[C-]#N.[C-]#N.[Zn+2].C(Cl)Cl.O>[CH:10]([O:9][CH2:8][C:5]1[CH:6]=[CH:7][C:2]([C:13]#[N:14])=[N:3][CH:4]=1)([CH3:12])[CH3:11] |f:2.3.4,5.6|. Procedure details: In a microwave reaction tube was placed 2-chloro-5-isopropoxymethyl-pyridine (0.12 g, 0.66 mmol), Zn(CN)2 (0.077 g, 0.66 mmol), tetrakis(triphenylphosphino)dipalladium (76 mg, 0.066 mmol), DMF (2 mL). The reaction mixture was heated at 180° C. for 5 minutes. The resulted mixture was worked up by CH2Cl2/H2O. The CH2Cl2 layer was dried and concentrated to give the crude product. The crude was purified by column chromatography by using 30% EtOAc/Hexane. 1H NMR (CDCl3, 400 MHz) δ 1.26 (d, 6H), 3.73 ... Starting materials: FC1=CC(=C(C(=C1)F)[N+](=O)[O-])O (4,6-difluoro-2-hydroxynitrobenzene), [H-].[Na+] (sodium hydride), C(C1=CC=CC=C1)Br (Benzyl bromide). Run in ice, CN(C)C=O (DMF). Run at temperature 0 celsius. Yields the product C(C1=CC=CC=C1)OC1=C(C(=CC(=C1)F)F)[N+](=O)[O-] (2-benzyloxy-4,6-difluoronitrobenzene). Isolated yield 72.7%. Reaction SMILES: [F:1][C:2]1[CH:7]=[C:6]([F:8])[C:5]([N+:9]([O-:11])=[O:10])=[C:4]([OH:12])[CH:3]=1.[H-].[Na+].[CH2:15](Br)[C:16]1[CH:21]=[CH:20][CH:19]=[CH:18][CH:17]=1>CN(C=O)C>[CH2:15]([O:12][C:4]1[CH:3]=[C:2]([F:1])[CH:7]=[C:6]([F:8])[C:5]=1[N+:9]([O-:11])=[O:10])[C:16]1[CH:21]=[CH:20][CH:19]=[CH:18][CH:17]=1 |f:1.2|. Reported procedure: To a solution of 4,6-difluoro-2-hydroxynitrobenzene (12.5 g, 71.1 mmol) in DMF (150 ml) was added sodium hydride (60% in oil, 3.70 g, 92.4 mmol) under stirring at 0° C., and the reaction mixture was stirred for 15 minutes. Benzyl bromide (11.0 ml, 92.4 mmol) was added dropwise at 0° C. After completion of the dropwise addition, the reaction mixture was stirred at 80° C. for 18 hours. After cooling to room temperature, the mixture was poured in ice-1N HCl to neutralize therewith, followed by extr...